Dataset: the Open Reaction Database (ORD), a public repository of structured organic reaction records. Task: describe an organic reaction: reactants, conditions, products, and yield Reactants: CN(C1=CC=C(C=C1)C(C)=O)C (p-(dimethylamino)acetophenone), C[O-].[Na+] (sodium methoxide), C(#N)CC(=O)N (2-cyanoacetamide), [Na] (sodium), CN(C1=CC=C(C(=O)CC=O)C=C1)C (p-(dimethylamino)benzoylacetaldehyde), C(=O)OCC (ethyl formate). The solvent is O1CCCC1 (tetrahydrofuran), O (water), O (water), O1CCCC1 (tetrahydrofuran), C(C)(=O)O (acetic acid). Yields the product N1CCCCC1 (piperidine), CN(C1=CC=C(C=C1)C=1NC(C(C#N)=CC1)=O)C (6-[p-(dimethylamino)phenyl]-1,2-dihydro-2-oxonicotinonitrile). Reaction SMILES: [Na].[CH3:2][N:3]([CH3:15])[C:4]1[CH:14]=[CH:13][C:7]([C:8]([CH2:10][CH:11]=O)=O)=[CH:6][CH:5]=1.C[O-].[Na+].CN(C)C1C=CC(C(=O)C)=CC=1.C(OCC)=O.[C:36]([CH2:38][C:39]([NH2:41])=[O:40])#[N:37]>O.C(O)(=O)C.O1CCCC1>[NH:3]1[CH2:4][CH2:14][CH2:13][CH2:7][CH2:15]1.[CH3:2][N:3]([CH3:15])[C:4]1[CH:14]=[CH:13][C:7]([C:8]2[NH:41][C:39](=[O:40])[C:38](=[CH:11][CH:10]=2)[C:36]#[N:37])=[CH:6][CH:5]=1 |f:2.3,^1:0|. Procedure details: From a solution of the sodium salt of p-(dimethylamino)benzoylacetaldehyde in 400 ml. of water (prepared from 11.4 g. of sodium methoxide in 100 ml. of tetrahydrofuran and a solution of 29.3 g. of p-(dimethylamino)acetophenone [J.A.C.S. 73, 864 (1951)] and 13.3 g. of ethyl formate in 130 ml. of tetrahydrofuran), 18.5 g. of 2-cyanoacetamide and a solution consisting of 2.3 ml. of acetic acid, 5.2 ml. of water and 4.0 ml. of piperidine, there is obtained 6-[p-(dimethylamino)phenyl]-1,2-dihydro-2-o... The reactants are O=C([O-])O, CC(=O)O, N#CO[K], COc1cccc(N(CCN2CCC(C(=O)c3ccc(F)cc3)CC2)C(=O)c2ccc(N)cc2)c1, [Na+], [Na+], [OH-], O. Yields the product COc1cccc(N(CCN2CCC(C(=O)c3ccc(F)cc3)CC2)C(=O)c2ccc(NC(N)=O)cc2)c1. Reaction SMILES: [C:40](=[O:41])([OH:42])[O-:43].[C:48]([OH:49])(=[O:50])[CH3:51].[K:36][O:37][C:38]#[N:39].[NH2:1][c:2]1[cH:3][cH:4][c:5]([C:6](=[O:7])[N:8]([c:9]2[cH:10][c:11]([O:15][CH3:16])[cH:12][cH:13][cH:14]2)[CH2:17][CH2:18][N:19]2[CH2:20][CH2:21][CH:22]([C:25]([c:26]3[cH:27][cH:28][c:29]([F:32])[cH:30][cH:31]3)=[O:33])[CH2:23][CH2:24]2)[cH:34][cH:35]1.[Na+:44].[Na+:46].[OH-:45].[OH2:47]>>[NH:1]([c:2]1[cH:3][cH:4][c:5]([C:6](=[O:7])[N:8]([c:9]2[cH:10][c:11]([O:15][CH3:16])[cH:12][cH:13][cH:14]2)[CH2:17][CH2:18][N:19]2[CH2:20][CH2:21][CH:22]([C:25]([c:26]3[cH:27][cH:28][c:29]([F:32])[cH:30][cH:31]3)=[O:33])[CH2:23][CH2:24]2)[cH:34][cH:35]1)[C:38](=[O:37])[NH2:39].